This data is from the Open Reaction Database (ORD), a public repository of structured organic reaction records. The task is: describe an organic reaction: reactants, conditions, products, and yield The reactants are O (Water), CC(CC)SC1=CC=C(C=C1)S (4-(1-methylpropylthio)benzenethiol), C([O-])([O-])=O.[K+].[K+] (potassium carbonate), BrCCN1C(C=2C(C1=O)=CC=CC2)=O (N-(bromoethyl)phthalimide). The solvent is CN(C)C=O (DMF), CN(C)C=O (DMF). Conditions: time 8 hour. Yields the product CC(CC)SC1=CC=C(C=C1)SCCN1C(C=2C(C1=O)=CC=CC2)=O (N-{2-[4-(1-methylpropylthio)phenylthio]ethyl)phthalimide). Reaction SMILES: [CH3:1][CH:2]([S:5][C:6]1[CH:11]=[CH:10][C:9]([SH:12])=[CH:8][CH:7]=1)[CH2:3][CH3:4].C(=O)([O-])[O-].[K+].[K+].Br[CH2:20][CH2:21][N:22]1[C:26](=[O:27])[C:25]2=[CH:28][CH:29]=[CH:30][CH:31]=[C:24]2[C:23]1=[O:32].O>CN(C=O)C>[CH3:1][CH:2]([S:5][C:6]1[CH:7]=[CH:8][C:9]([S:12][CH2:20][CH2:21][N:22]2[C:26](=[O:27])[C:25]3=[CH:28][CH:29]=[CH:30][CH:31]=[C:24]3[C:23]2=[O:32])=[CH:10][CH:11]=1)[CH2:3][CH3:4] |f:1.2.3|. Procedure: To 4-(1-methylpropylthio)benzenethiol (8.79 g, 44.3 mmol) in 25 ml of DMF is added, under N2, potassium carbonate (7.05 g, 51.0 mmol) followed by dropwise addition of N-(bromoethyl)phthalimide (12.94 g, 51.0 mmol) in 30 ml of DMF. The mixture is stirred at RT overnight. Water is then added and the aqueous phase is extracted with ether. The combined organic layers are washed with 5% sodium hydroxide, with water and with brine, dried and the solvent removed to give N-{2-[4-(1-methylpropylthio)phen... Starting materials: CSc1ncc2cc(-c3c(Cl)ccc(NC(=O)c4cccc(C(F)(F)F)c4)c3Cl)c(=O)[nH]c2n1, [H-], CI, [Na+], CN(C)C=O. Product: CSc1ncc2cc(-c3c(Cl)ccc(NC(=O)c4cccc(C(F)(F)F)c4)c3Cl)c(=O)n(C)c2n1. Reaction SMILES: [Cl:1][c:2]1[c:3]([NH:22][C:23]([c:24]2[cH:25][c:26]([C:30]([F:31])([F:32])[F:33])[cH:27][cH:28][cH:29]2)=[O:34])[cH:4][cH:5][c:6]([Cl:21])[c:7]1-[c:8]1[cH:9][c:10]2[c:11]([n:12][c:13]([S:16][CH3:17])[n:14][cH:15]2)[nH:18][c:19]1=[O:20].[H-:36].[I:37][CH3:38].[Na+:35].[O:39]=[CH:40][N:41]([CH3:42])[CH3:43]>>[Cl:1][c:2]1[c:3]([NH:22][C:23]([c:24]2[cH:25][c:26]([C:30]([F:31])([F:32])[F:33])[cH:27][cH:28][cH:29]2)=[O:34])[cH:4][cH:5][c:6]([Cl:21])[c:7]1-[c:8]1[cH:9][c:10]2[c:11]([n:12][c:13]([S:16][CH3:17])[n:14][cH:15]2)[n:18]([CH3:38])[c:19]1=[O:20]. Reactants: ice, [N-]=[N+]=[N-].[Na+] (sodium azide), N(=O)[O-].[Na+] (NaNO2), C(C)(=O)NC1CC2=CC(=C(C=C2C1)N)[N+](=O)[O-] (2-acetylamino-5-amino-6-nitroindan), S(O)(O)(=O)=O (sulphuric acid). The solvent is O (water), C(C)(=O)O (acetic acid). Run at time 15 minute. The product is C(C)(=O)NC1=CC2=CC=3C(NON3)=CC2=C1 (6-acetylaminocyclopenta[f][2,1,3]benzoxadiazole). As a reaction SMILES: N([O-])=O.[Na+].[C:5]([NH:8][CH:9]1[CH2:17][C:16]2[C:11](=[CH:12][C:13]([N+:19]([O-:21])=O)=[C:14]([NH2:18])[CH:15]=2)[CH2:10]1)(=[O:7])[CH3:6].S(=O)(=O)(O)O.[N-]=[N+]=[N-].[Na+]>C(O)(=O)C.O>[C:5]([NH:8][C:9]1[CH:10]=[C:11]2[C:16](=[CH:15][C:14]3[C:13](=[CH:12]2)[NH:19][O:21][N:18]=3)[CH:17]=1)(=[O:7])[CH3:6] |f:0.1,4.5|. Reported procedure: At 0° C., 0.46 g (6.6 mmol) of NaNO2, and then 1.4 g (6 mmol) of the product of Step 1 dissolved in 10 ml of acetic acid, are added to 3 ml of sulphuric acid. After 15 minutes at 0° C., the mixture is poured onto 20 g of ice. The solution so obtained is poured dropwise into a vigorously stirred solution of 600 mg (9.2 mmol) of sodium azide in 12 ml of water. The whole is stirred for 10 minutes at room temperature and extracted 3 times with 40 ml of CH2Cl2 each time. The organic phases are washed... Solvent: S(O)(O)(=O)=O (sulphuric acid). As a reaction SMILES: Cl.[Cl:2][CH2:3][C:4](=O)[CH2:5][S:6][C:7](=[NH:15])[C:8]1[CH:13]=[CH:12][C:11]([Cl:14])=[CH:10][CH:9]=1>S(=O)(=O)(O)O>[Cl:2][CH2:3][C:4]1[N:15]=[C:7]([C:8]2[CH:13]=[CH:12][C:11]([Cl:14])=[CH:10][CH:9]=2)[S:6][CH:5]=1 |f:0.1|. Reactants: Cl.ClCC(CSC(C1=CC=C(C=C1)Cl)=N)=O (4-chlorothiobenzimidic acid-3-chloroacetonyl ester hydrochloride), Cl.ClCC(CSC(C1=CC=C(C=C1)Cl)=N)=O (4-chlorothiobenzimidic acid-3-chloroacetonyl ester hydrochloride). Run at time 30 minute. The product is ClCC=1N=C(SC1)C1=CC=C(C=C1)Cl (4-chloromethyl-2-(4-chlorophenyl)-thiazole). Reported procedure: 11.95 g (40 mmol) of the 4-chlorothiobenzimidic acid-3-chloroacetonyl ester hydrochloride obtained in (b) were introduced into 40 ml concentrated sulphuric acid at room temperature, with stirring, left to stand at room temperature for 30 minutes and then poured onto ice. The crystallate was drawn off, washed free of acid with water, and dried. The reactants are COCOc2ccc1ccc(OC(=O)N(C)C)cc1c2 (substrate), CCO[Si](OCC)(OCC)c1cccc(C)c1 (effective_coupling_partner). Reagents/catalysts: dcype. Run at temperature 120 celsius, time 12 hour. Yields the product COCOc3ccc2ccc(c1cccc(C)c1)cc2c3.